From a dataset of the Open Reaction Database (ORD), a public repository of structured organic reaction records. describe an organic reaction: reactants, conditions, products, and yield Yields the product C(C)OC(C(C)OC1=CC=2CCCCC2C=C1[N+](=O)[O-])=O (2-(5,6,7,8-Tetrahydro-3-nitro-2-naphthoxy)-propionic acid ethyl ester). Procedure: 5,6,7,8-Tetrahydro-3-nitro-2-naphthol is alkylated according to the general instructions that are mentioned in Example A) with D,L-2-bromopropionic acid ethyl ester. After column chromatography with hexane/ethyl acetate, the nitro compound is obtained in a yield of 43%. The reactants are [N+](=O)([O-])C=1C(=CC=2CCCCC2C1)O (5,6,7,8-Tetrahydro-3-nitro-2-naphthol), CCCCCC.C(C)(=O)OCC (hexane ethyl acetate), D,L-2-bromopropionic acid ethyl ester. RXN SMILES: [N+:1]([C:4]1[C:5]([OH:14])=[CH:6][C:7]2[CH2:8][CH2:9][CH2:10][CH2:11][C:12]=2[CH:13]=1)([O-:3])=[O:2].[CH3:15]CCCCC.[C:21]([O:24][CH2:25][CH3:26])(=[O:23])[CH3:22]>>[CH2:25]([O:24][C:21](=[O:23])[CH:22]([O:14][C:5]1[C:4]([N+:1]([O-:3])=[O:2])=[CH:13][C:12]2[CH2:11][CH2:10][CH2:9][CH2:8][C:7]=2[CH:6]=1)[CH3:15])[CH3:26] |f:1.2|. Yield: 43.0%. The reactants are C(C(=O)OCC)(=O)OCC (diethyl oxalate), C(CCC1=CC=CC=C1)#N (hydrocinnamonitrile), [Na] (sodium). Run in C(C)O (ethanol), ice. Reaction conditions: time 1 hour. Product: C(#N)C(C(C(=O)OCC)=O)CC1=CC=CC=C1 (ethyl 3-cyano-2-oxo-4-phenylbutanoate). Isolated yield 38.0%. Reaction SMILES: [Na].[C:2]([O:9][CH2:10][CH3:11])(=[O:8])[C:3]([O:5]CC)=O.[C:12](#[N:21])[CH2:13][CH2:14][C:15]1[CH:20]=[CH:19][CH:18]=[CH:17][CH:16]=1>C(O)C>[C:12]([CH:13]([CH2:14][C:15]1[CH:20]=[CH:19][CH:18]=[CH:17][CH:16]=1)[C:3](=[O:5])[C:2]([O:9][CH2:10][CH3:11])=[O:8])#[N:21] |^1:0|. Procedure details: 920 mg sodium (40 mmole) is dissolved in 45 ml ethanol and to the ice-bath cooled solution is added 4.66 g diethyl oxalate (31.9 mmole) and 4.17 g hydrocinnamonitrile (31.9 mmole). The mixture is stirred at room temperature for 1 hour, under reflux for 3 hours, and then allowed to stand at room temperature overnight. Evaporation, acidification of the residue, and extraction with methylene chloride affords ethyl 3-cyano-2-oxo-4-phenylbutanoate in 38% yield. The compound crystallizes from petroleu... The reactants are C1CCCCC1 (cyclohexane), B(O)(O)O (boric acid), C1CCCCC1 (cyclohexane). Product: C1(CCCCC1)O (cyclohexanol), C1(CCCCC1)=O (cyclohexanone), boric esters. Reaction SMILES: B(O)(O)[OH:2].[CH2:5]1[CH2:10][CH2:9][CH2:8][CH2:7][CH2:6]1>>[CH:5]1([OH:2])[CH2:10][CH2:9][CH2:8][CH2:7][CH2:6]1.[C:5]1(=[O:2])[CH2:10][CH2:9][CH2:8][CH2:7][CH2:6]1. Reported procedure: air oxidizing cyclohexane to KA oil in the presence of boric acid to provide a crude product stream comprising cyclohexanol, cyclohexanone, cyclohexane and boric esters; Reactants: C1CCNCC1, Cc1cc(C(=O)N2CCOCC2)[nH]c1C=O, CCO, O=C1Cc2c(ncnc2Nc2ccc(F)c(Cl)c2)N1. Yields the product Cc1cc(C(=O)N2CCOCC2)[nH]c1C=C1C(=O)Nc2ncnc(Nc3ccc(F)c(Cl)c3)c21. Reaction SMILES: [CH2:36]1[CH2:37][CH2:38][NH:39][CH2:40][CH2:41]1.[CH3:20][c:21]1[c:22]([CH:34]=[O:35])[nH:23][c:24]([C:26](=[O:27])[N:28]2[CH2:29][CH2:30][O:31][CH2:32][CH2:33]2)[cH:25]1.[CH3:42][CH2:43][OH:44].[Cl:1][c:2]1[cH:3][c:4]([NH:9][c:10]2[c:11]3[c:12]([n:13][cH:14][n:15]2)[NH:16][C:17](=[O:19])[CH2:18]3)[cH:5][cH:6][c:7]1[F:8]>>[Cl:1][c:2]1[cH:3][c:4]([NH:9][c:10]2[c:11]3[c:12]([n:13][cH:14][n:15]2)[NH:16][C:17](=[O:19])[C:18]3=[CH:34][c:22]2[c:21]([CH3:20])[cH:25][c:24]([C:26](=[O:27])[N:28]3[CH2:29][CH2:30][O:31][CH2:32][CH2:33]3)[nH:23]2)[cH:5][cH:6][c:7]1[F:8]. RXN SMILES: [CH3:1][C:2]1[N:6]2[C:7]3[C:12]([NH:13][C:14](=O)[C:5]2=[N:4][CH:3]=1)=[CH:11][CH:10]=[CH:9][CH:8]=3.[CH:16]1([NH2:22])[CH2:21][CH2:20][CH2:19][CH2:18][CH2:17]1>>[CH:16]1([NH:22][C:14]2[C:5]3[N:6]([C:2]([CH3:1])=[CH:3][N:4]=3)[C:7]3[C:12]([N:13]=2)=[CH:11][CH:10]=[CH:9][CH:8]=3)[CH2:21][CH2:20][CH2:19][CH2:18][CH2:17]1. Product: C1(CCCCC1)NC=1C=2N(C3=CC=CC=C3N1)C(=CN2)C (4-cyclohexylamino-1-methyl imidazo [1,2-a]quinoxaline). Reported procedure: By reaction of 1-methylimidazo[1,2-a]quinoxaline-4(5H)-one (example 2) with cyclohexylamine, according to a procedure that is similar to that followed in example 9, there is obtained 4-cyclohexylamino-1-methyl imidazo [1,2-a]quinoxaline. m.p. (DSC)=126.5° C. (onset); IR (KBr): 3345, 2938, 1546 cm-1 ; 1H-NMR (CDCl3): δ8.0 (1H,dd), 7.7 (1H,dd), 7.5÷7.1 (3H,m), 6.0 (1H,d), 4.2 (1H,m), 2.85 (3H,s), 2.3÷1.95 (4H,m), 1.95÷0.9 (6H,m); UV (EtOH): λmax =225, 243, 272, 301, 316, 329 nm. Elementary analysi... Reactants: CC1=CN=C2N1C1=CC=CC=C1NC2=O (1-methylimidazo[1,2-a]quinoxaline-4(5H)-one), C1(CCCCC1)N (cyclohexylamine). Reactants: O1C(=CC2=C1C=CC=C2)C=O (1-benzofuran-2-carbaldehyde), C(CC(=O)O)(=O)O (propanedioic acid), N1CCCCC1 (piperidine). The product is O1C(=CC2=C1C=CC=C2)/C=C/C(=O)O ((2E)-3-(1-benzofuran-2-yl)prop-2-enoic acid). RXN SMILES: [O:1]1[C:5]2[CH:6]=[CH:7][CH:8]=[CH:9][C:4]=2[CH:3]=[C:2]1[CH:10]=O.C(O)(=O)[CH2:13][C:14]([OH:16])=[O:15].N1CCCCC1>>[O:1]1[C:5]2[CH:6]=[CH:7][CH:8]=[CH:9][C:4]=2[CH:3]=[C:2]1/[CH:10]=[CH:13]/[C:14]([OH:16])=[O:15]. Procedure: A mixture of 1-benzofuran-2-carbaldehyde and propanedioic acid was treated with piperidine to give (2E)-3-(1-benzofuran-2-yl)prop-2-enoic acid. The resulting acid was converted to the acyl azide, then cyclized to [1]benzofuro[3,2-c]pyridin-1(2H)-one with tri-n-butylamine at 180° C. Treatment with phosphorus oxychloride provided 1-chloro[1]benzofuro[3,2-c]pyridine, which was converted to the requisite 2-aminoethanol according to the method of footnote 32. Starting materials: [Si](C)(C)(C(C)(C)C)O[C@H](C)[C@H]1C(N([C@@H]1CC(=O)SC1=CC=CC=C1)[C@H](C(=C)C)C(=O)OCC1=CC=C(C=C1)[N+](=O)[O-])=O ((3S, 4R)-3-[(R)-1-t-butyldimethylsilyloxyethyl]-1-[(R)-2-methyl-1-(p-nitrobenzyloxycarbonyl)prop-2-enyl]-4-[(phenylthio)-carbonylmethyl]-2-azetidinone), B(F)(F)F.CCOCC (boron trifluoride etherate). Run in C(C)#N (acetonitrile), C(C)(=O)OCC (ethyl acetate). Run at temperature -15 celsius, time 30 minute. Product: O[C@H](C)[C@H]1C(N([C@@H]1CC(=O)SC1=CC=CC=C1)C(=C(C)C)C(=O)OCC1=CC=C(C=C1)[N+](=O)[O-])=O ((3S, 4R)-3-[(R)-1-Hydroxyethyl]-1-[2-methyl-1-(p-nitrobenzyloxycarbonyl)prop-1-enyl]-4-[(phenylthio)carbonylmethyl]-2-azetidinone). Yield: 92.6%. As a reaction SMILES: [Si]([O:8][C@@H:9]([C@@H:11]1[C@@H:14]([CH2:15][C:16]([S:18][C:19]2[CH:24]=[CH:23][CH:22]=[CH:21][CH:20]=2)=[O:17])[N:13]([C@@H:25]([C:29]([O:31][CH2:32][C:33]2[CH:38]=[CH:37][C:36]([N+:39]([O-:41])=[O:40])=[CH:35][CH:34]=2)=[O:30])[C:26]([CH3:28])=[CH2:27])[C:12]1=[O:42])[CH3:10])(C(C)(C)C)(C)C.B(F)(F)F.CCOCC>C(#N)C.C(OCC)(=O)C>[OH:8][C@@H:9]([C@@H:11]1[C@@H:14]([CH2:15][C:16]([S:18][C:19]2[CH:24]=[CH:23][CH:22]=[CH:21][CH:20]=2)=[O:17])[N:13]([C:25]([C:29]([O:31][CH2:32][C:33]2[CH:34]=[CH:35][C:36]([N+:39]([O-:41])=[O:40])=[CH:37][CH:38]=2)=[O:30])=[C:26]([CH3:28])[CH3:27])[C:12]1=[O:42])[CH3:10] |f:1.2|. Procedure details: 64 mg (0.104 mmole) of (3S, 4R)-3-[(R)-1-t-butyldimethylsilyloxyethyl]-1-[(R)-2-methyl-1-(p-nitrobenzyloxycarbonyl)prop-2-enyl]-4-[(phenylthio)-carbonylmethyl]-2-azetidinone were dissolved in 1.5 ml of acetonitrile. To the solution were added, with stirring at -15° C., 15 mg (0.106 mmole) of boron trifluoride etherate. After 30 minutes, the reaction mixture was diluted with ethyl acetate and washed with a dilute aqueous solution of sodium bicarbonate. The solvent was distilled off under reduced ... Reactants: ClC1=C(C=CC=C1)C(C(C(=O)O)=CNC1=CC=C(C=C1)I)=O (2-chloro-α-[[(4-iodophenyl)amino]methylene]-β-oxobenzenepropanoic acid), solution, CNC (dimethylamine), C1(CCCCC1)N=C=NC1CCCCC1 (N,N′-dicyclohexylcarbodiimide). Solvent: C(Cl)Cl (CH2Cl2), C1CCOC1 (THF). Run at time 16 hour. The product is ClC1=C(C=CC=C1)C(C(C(=O)N(C)C)=CNC1=CC=C(C=C1)I)=O (2-Chloro-N,N-dimethyl-α-[[(4-iodophenyl)amino]methylene]-β-oxobenzenepropanamide). Yield: 48.4%. Reaction SMILES: [Cl:1][C:2]1[CH:7]=[CH:6][CH:5]=[CH:4][C:3]=1[C:8](=[O:22])[C:9](=[CH:13][NH:14][C:15]1[CH:20]=[CH:19][C:18]([I:21])=[CH:17][CH:16]=1)[C:10](O)=[O:11].[CH:23]1([N:29]=[C:30]=NC2CCCCC2)CCCCC1.CNC>C(Cl)Cl.C1COCC1>[Cl:1][C:2]1[CH:7]=[CH:6][CH:5]=[CH:4][C:3]=1[C:8](=[O:22])[C:9](=[CH:13][NH:14][C:15]1[CH:20]=[CH:19][C:18]([I:21])=[CH:17][CH:16]=1)[C:10]([N:29]([CH3:30])[CH3:23])=[O:11]. Reported procedure: To a suspension of 2-chloro-α-[[(4-iodophenyl)amino]methylene]-β-oxobenzenepropanoic acid (43 mg, 0.10 mmol) in 1 mL of CH2Cl2 was added N,N′-dicyclohexylcarbodiimide (21 mg, 0.10 mmol). The mixture was cooled in an ice bath and 50 μL (0.10 mmol) of a 2M solution of dimethylamine in THF was added. The reaction mixture was stirred at rt for 16 h. The formed DCU was removed by filtration. The filtrate was washed with water and evaporated to dryness. The title compound (22 mg, 50%) was isolated by ... The reactants are CO, O=C1NC(=O)C(c2cccc(F)c2F)=C1Cl, Cl, Nc1cc(F)cc(F)c1. The product is O=C1NC(=O)C(c2cccc(F)c2F)=C1Nc1cc(F)cc(F)c1. As a reaction SMILES: [CH3:27][OH:28].[Cl:10][C:11]1=[C:15]([c:16]2[c:17]([F:23])[c:18]([F:22])[cH:19][cH:20][cH:21]2)[C:14](=[O:24])[NH:13][C:12]1=[O:25].[ClH:26].[F:1][c:2]1[cH:3][c:4]([NH2:5])[cH:6][c:7]([F:9])[cH:8]1>>[F:1][c:2]1[cH:3][c:4]([NH:5][C:11]2=[C:15]([c:16]3[c:17]([F:23])[c:18]([F:22])[cH:19][cH:20][cH:21]3)[C:14](=[O:24])[NH:13][C:12]2=[O:25])[cH:6][c:7]([F:9])[cH:8]1. Product: Cc1ccc(Cc2sc3ncccc3c2S(=O)(=O)Nc2onc(C)c2Cl)c(C)c1. Starting materials: CO, COC(C)OCN(c1onc(C)c1Cl)S(=O)(=O)c1c(Cc2ccc(C)cc2C)sc2ncccc12, Cl. As a reaction SMILES: [CH3:37][OH:38].[Cl:1][c:2]1[c:3]([CH3:35])[n:4][o:5][c:6]1[N:7]([S:8](=[O:9])(=[O:10])[c:11]1[c:12]([CH2:20][c:21]2[c:22]([CH3:28])[cH:23][c:24]([CH3:27])[cH:25][cH:26]2)[s:13][c:14]2[n:15][cH:16][cH:17][cH:18][c:19]12)[CH2:29][O:30][CH:31]([O:32][CH3:33])[CH3:34].[ClH:36]>>[Cl:1][c:2]1[c:3]([CH3:35])[n:4][o:5][c:6]1[NH:7][S:8](=[O:9])(=[O:10])[c:11]1[c:12]([CH2:20][c:21]2[c:22]([CH3:28])[cH:23][c:24]([CH3:27])[cH:25][cH:26]2)[s:13][c:14]2[n:15][cH:16][cH:17][cH:18][c:19]12.